From a dataset of the Open Reaction Database (ORD), a public repository of structured organic reaction records. describe an organic reaction: reactants, conditions, products, and yield Starting materials: BrC1=NC=CC(=C1)CNC(C(F)(F)F)C (N-[(2-bromopyridin-4-yl)methyl]-1,1,1-trifluoropropan-2-amine), FC1=CC=C(C=C1)B(O)O (4-fluorophenylboronic acid), C([O-])([O-])=O.[Cs+].[Cs+] (cesium carbonate), C1(=CC=CC=C1)C (toluene). Reagents/catalysts: C=1C=CC(=CC1)[P](C=2C=CC=CC2)(C=3C=CC=CC3)[Pd]([P](C=4C=CC=CC4)(C=5C=CC=CC5)C=6C=CC=CC6)([P](C=7C=CC=CC7)(C=8C=CC=CC8)C=9C=CC=CC9)[P](C=1C=CC=CC1)(C=1C=CC=CC1)C=1C=CC=CC1 (tetrakis(triphenylphosphine)palladium). The solvent is O (water), C(C)O (ethanol). Conditions: temperature 100 celsius. Product: FC(C(C)NCC1=CC(=NC=C1)C1=CC=C(C=C1)F)(F)F (1,1,1-Trifluoro-N-{[2-(4-fluorophenyl)pyridin-4-yl]methyl}propan-2-amine). The yield is 90.5%. Reaction SMILES: Br[C:2]1[CH:7]=[C:6]([CH2:8][NH:9][CH:10]([CH3:15])[C:11]([F:14])([F:13])[F:12])[CH:5]=[CH:4][N:3]=1.[F:16][C:17]1[CH:22]=[CH:21][C:20](B(O)O)=[CH:19][CH:18]=1.C(=O)([O-])[O-].[Cs+].[Cs+].C1(C)C=CC=CC=1>C1C=CC([P]([Pd]([P](C2C=CC=CC=2)(C2C=CC=CC=2)C2C=CC=CC=2)([P](C2C=CC=CC=2)(C2C=CC=CC=2)C2C=CC=CC=2)[P](C2C=CC=CC=2)(C2C=CC=CC=2)C2C=CC=CC=2)(C2C=CC=CC=2)C2C=CC=CC=2)=CC=1.O.C(O)C>[F:12][C:11]([F:14])([F:13])[CH:10]([NH:9][CH2:8][C:6]1[CH:5]=[CH:4][N:3]=[C:2]([C:20]2[CH:21]=[CH:22][C:17]([F:16])=[CH:18][CH:19]=2)[CH:7]=1)[CH3:15] |f:2.3.4,^1:42,44,63,82|. Reported procedure: A mixture of N-[(2-bromopyridin-4-yl)methyl]-1,1,1-trifluoropropan-2-amine (150 mg), 4-fluorophenylboronic acid (111 mg), cesium carbonate (345 mg), tetrakis(triphenylphosphine)palladium (61 mg), toluene (0.6 mL), ethanol (0.6 mL) and water (4.0 mL) was stirred while heating at 100° C. for 3 hr. The supernatant of the reaction mixture was purified by column chromatography (silica gel cartridge, hexane:ethyl acetate=95:5-60:40) to afford the title compound (143 mg). Starting materials: ClC=1N=C(C2=C(N1)SC(=C2)CN2CCN(CC2)S(=O)(=O)C)N2CCOCC2 (2-Chloro-6-((4-(methylsulfonyl)piperazin-1-yl)methyl)-4-morpholinothieno[2,3-d]pyrimidine), CC=1C(NC=CC1)(B(O)O)N (3-methyl-2-aminopyridine boronic acid). Product: CC=1C(=NC=C(C1)C=1N=C(C2=C(N1)SC(=C2)CN2CCN(CC2)S(=O)(=O)C)N2CCOCC2)N (3-methyl-5-(6-((4-(methylsulfonyl)piperazin-1-yl)methyl)-4-morpholinothieno[2,3-d]pyrimidin-2-yl)pyridin-2-amine). The yield is 80.0%. As a reaction SMILES: Cl[C:2]1[N:3]=[C:4]([N:22]2[CH2:27][CH2:26][O:25][CH2:24][CH2:23]2)[C:5]2[CH:10]=[C:9]([CH2:11][N:12]3[CH2:17][CH2:16][N:15]([S:18]([CH3:21])(=[O:20])=[O:19])[CH2:14][CH2:13]3)[S:8][C:6]=2[N:7]=1.[CH3:28][C:29]1[C:30]([NH2:38])(B(O)O)[NH:31][CH:32]=[CH:33][CH:34]=1>>[CH3:28][C:29]1[C:30]([NH2:38])=[N:31][CH:32]=[C:33]([C:2]2[N:3]=[C:4]([N:22]3[CH2:27][CH2:26][O:25][CH2:24][CH2:23]3)[C:5]3[CH:10]=[C:9]([CH2:11][N:12]4[CH2:17][CH2:16][N:15]([S:18]([CH3:21])(=[O:20])=[O:19])[CH2:14][CH2:13]4)[S:8][C:6]=3[N:7]=2)[CH:34]=1. Procedure details: 2-Chloro-6-((4-(methylsulfonyl)piperazin-1-yl)methyl)-4-morpholinothieno[2,3-d]pyrimidine and 3-methyl-2-aminopyridine boronic acid were reacted in General Procedure A Suzuki Coupling to produce 378 in 80% yield after RP-HPLC purification. MS (Q1) 504.2 (M)+, purity 100% by UV 254 nm, 1H NMR (DMSO). Product: Cc1cc(C=O)cc(C)c1OCCc1nc(C2CCCCC2)oc1C. The reactants are Cc1cc(C=O)cc(C)c1O, Cc1ccccc1, Cc1oc(C2CCCCC2)nc1CCO, CC(C)OC(=O)N=NC(=O)OC(C)C, c1ccc(P(c2ccccc2)c2ccccc2)cc1. Reaction SMILES: [CH3:16][c:17]1[cH:18][c:19]([CH:20]=[O:21])[cH:22][c:23]([CH3:26])[c:24]1[OH:25].[CH3:60][c:61]1[cH:62][cH:63][cH:64][cH:65][cH:66]1.[CH:1]1([c:7]2[o:8][c:9]([CH3:15])[c:10]([CH2:12][CH2:13][OH:14])[n:11]2)[CH2:2][CH2:3][CH2:4][CH2:5][CH2:6]1.[O:46]=[C:47]([O:48][CH:49]([CH3:50])[CH3:51])[N:52]=[N:53][C:54]([O:55][CH:56]([CH3:57])[CH3:58])=[O:59].[c:27]1([P:28]([c:29]2[cH:30][cH:31][cH:32][cH:33][cH:34]2)[c:35]2[cH:36][cH:37][cH:38][cH:39][cH:40]2)[cH:41][cH:42][cH:43][cH:44][cH:45]1>>[CH:1]1([c:7]2[o:8][c:9]([CH3:15])[c:10]([CH2:12][CH2:13][O:14][c:24]3[c:17]([CH3:16])[cH:18][c:19]([CH:20]=[O:21])[cH:22][c:23]3[CH3:26])[n:11]2)[CH2:2][CH2:3][CH2:4][CH2:5][CH2:6]1.